Dataset: the Open Reaction Database (ORD), a public repository of structured organic reaction records. Task: describe an organic reaction: reactants, conditions, products, and yield Starting materials: ClC=1C=C(C=CC1)C#CC1=NOC2(C1)CN(CC2)C(=O)OCC (Ethyl 3-[(3-chlorophenyl)ethynyl]-1-oxa-2,7-diazaspiro[4.4]non-2-ene-7-carboxylate), ClC=1C=C(C=CC1)C#CC1=NOC2(C1)CNCC2 (3-[(3-Chlorophenyl)ethynyl]-1-oxa-2,7-diazaspiro[4.4]non-2-ene). The product is ClC=1C=C(C=CC1)C#CC=1CC2(ON1)CCN(CC2)C(=O)OCC (Ethyl 2-[2-(3-chlorophenyl)ethynyl]-4-oxa-3,8-diazaspiro[4.5]dec-2-ene-8-carboxylate). As a reaction SMILES: [Cl:1][C:2]1[CH:3]=[C:4]([C:8]#[C:9][C:10]2[CH2:14][C:13]3([CH2:18][CH2:17][N:16]([C:19]([O:21][CH2:22][CH3:23])=[O:20])[CH2:15]3)[O:12][N:11]=2)[CH:5]=[CH:6][CH:7]=1.Cl[C:25]1C=C(C#CC2CC3(CCNC3)ON=2)C=CC=1>>[Cl:1][C:2]1[CH:3]=[C:4]([C:8]#[C:9][C:10]2[CH2:14][C:13]3([CH2:18][CH2:17][N:16]([C:19]([O:21][CH2:22][CH3:23])=[O:20])[CH2:15][CH2:25]3)[O:12][N:11]=2)[CH:5]=[CH:6][CH:7]=1. Procedure details: The title compound was synthesized following the method herein described for the compound of Example 112 but replacing Compound 22c for Compound 27d. After the usual work-up procedure the crude was purified by means of automated flash chromatography (Isolera®TM-Biotage; gradient Petroleum Ether-EtOAc from 9:1 to 8:2) giving the title compound as a white solid. Yield: 55.4%. Starting materials: NC1=CC(=C(C=C1)CN1N=C(C=C1)NC(C1=C(C=CC=C1F)F)=O)C (N-{1-[(4-amino-2-methylphenyl)methyl]-1H-pyrazol-3-yl}-2,6-difluorobenzamide), N(=O)[O-].[Na+] (sodium nitrite), Intermediate 33, S(O)(O)(=O)=O (sulphuric acid), 1.84, [I-].[K+] (potassium iodide). Solvent: ice, O (water), ice. Conditions: time 30 minute. The product is FC1=C(C(=O)NC2=NN(C=C2)CC2=C(C=C(C=C2)I)C)C(=CC=C1)F (2,6-Difluoro-N-{1-[(4-iodo-2-methylphenyl)methyl]-1H-pyrazol-3-yl}benzamide). Reaction SMILES: N[C:2]1[CH:7]=[CH:6][C:5]([CH2:8][N:9]2[CH:13]=[CH:12][C:11]([NH:14][C:15](=[O:24])[C:16]3[C:21]([F:22])=[CH:20][CH:19]=[CH:18][C:17]=3[F:23])=[N:10]2)=[C:4]([CH3:25])[CH:3]=1.S(=O)(=O)(O)O.N([O-])=O.[Na+].[I-:35].[K+]>O>[F:23][C:17]1[CH:18]=[CH:19][CH:20]=[C:21]([F:22])[C:16]=1[C:15]([NH:14][C:11]1[CH:12]=[CH:13][N:9]([CH2:8][C:5]2[CH:6]=[CH:7][C:2]([I:35])=[CH:3][C:4]=2[CH3:25])[N:10]=1)=[O:24] |f:2.3,4.5|. Procedure: To a suspension of N-{1-[(4-amino-2-methylphenyl)methyl]-1H-pyrazol-3-yl}-2,6-difluorobenzamide (for a preparation see Intermediate 33)(400 mg, 1.17 mmol) in water (1.7 ml) in an ice-water bath (internal temperature 5° C.) was added concentrated sulphuric acid specific gravity 1.84 (165 μl, 3.10 mmol) and then a solution of sodium nitrite, super free flowing (90 mg, 1.305 mmol, Aldrich) in ice-cold water (0.5 ml) dropwise. The resulting yellow solution was stirred in an ice-water bath for 30 min... Starting materials: Oc1c(Cl)cc(OCC=C(Cl)Cl)cc1Cl, CC(C)OC(=O)N=NC(=O)OC(C)C, C1CCOC1, OCCc1cccs1, c1ccc(P(c2ccccc2)c2ccccc2)cc1. The product is ClC(Cl)=CCOc1cc(Cl)c(OCCc2cccs2)c(Cl)c1. RXN SMILES: [Cl:1][C:2](=[CH:3][CH2:4][O:5][c:6]1[cH:7][c:8]([Cl:14])[c:9]([OH:13])[c:10]([Cl:12])[cH:11]1)[Cl:15].[O:43]=[C:44]([O:45][CH:46]([CH3:47])[CH3:48])[N:49]=[N:50][C:51]([O:52][CH:53]([CH3:54])[CH3:55])=[O:56].[O:57]1[CH2:58][CH2:59][CH2:60][CH2:61]1.[OH:16][CH2:17][CH2:18][c:19]1[s:20][cH:21][cH:22][cH:23]1.[c:24]1([P:25]([c:26]2[cH:27][cH:28][cH:29][cH:30][cH:31]2)[c:32]2[cH:33][cH:34][cH:35][cH:36][cH:37]2)[cH:38][cH:39][cH:40][cH:41][cH:42]1>>[Cl:1][C:2](=[CH:3][CH2:4][O:5][c:6]1[cH:7][c:8]([Cl:14])[c:9]([O:13][CH2:17][CH2:18][c:19]2[s:20][cH:21][cH:22][cH:23]2)[c:10]([Cl:12])[cH:11]1)[Cl:15].